The task is: describe an organic reaction: reactants, conditions, products, and yield. This data is from the Open Reaction Database (ORD), a public repository of structured organic reaction records. Reaction SMILES: [Cl:21][CH2:22][Cl:23].[NH2:1][c:2]1[n:3][c:4]([S:17]([CH3:18])=[O:19])[c:5]([C:15]#[N:16])[c:6](-[c:8]2[c:9]([F:14])[cH:10][cH:11][cH:12][cH:13]2)[n:7]1.[OH2:20]>>[NH2:1][c:2]1[nH:3][c:4](=[O:20])[c:5]([C:15]#[N:16])[c:6](-[c:8]2[c:9]([F:14])[cH:10][cH:11][cH:12][cH:13]2)[n:7]1. Product: N#Cc1c(-c2ccccc2F)nc(N)[nH]c1=O. The reactants are ClCCl, CS(=O)c1nc(N)nc(-c2ccccc2F)c1C#N, O.